This data is from the Open Reaction Database (ORD), a public repository of structured organic reaction records. The task is: describe an organic reaction: reactants, conditions, products, and yield Reactants: CC1=C(CCC2(C=3C(C=C(C(C3CCC12)=O)C(C)C)=O)C)C(=O)O (3,4,4a,5,8,9,10,10a-octahydro-1,4a-dimethyl-7-(1-methylethyl)-5,8-dioxo-2-phenanthrenecarboxylic acid), CCOCC (ether), diazomethane-ether. Conditions: time 30 minute. Product: CC1=C(CCC2(C=3C(C=C(C(C3CCC12)=O)C(C)C)=O)C)C(=O)OC (methyl 3,4,4a, 5,8,9,10,10a-octahydro-1,4a-dimethyl-7-(1-methylethyl)-5,8-dioxo-2-phenanthrenecarboxylate). As a reaction SMILES: [CH3:1][C:2]1[CH:15]2[C:6]([CH3:21])([C:7]3[C:8](=[O:20])[CH:9]=[C:10]([CH:17]([CH3:19])[CH3:18])[C:11](=[O:16])[C:12]=3[CH2:13][CH2:14]2)[CH2:5][CH2:4][C:3]=1[C:22]([OH:24])=[O:23].[CH3:25]COCC>>[CH3:1][C:2]1[CH:15]2[C:6]([CH3:21])([C:7]3[C:8](=[O:20])[CH:9]=[C:10]([CH:17]([CH3:19])[CH3:18])[C:11](=[O:16])[C:12]=3[CH2:13][CH2:14]2)[CH2:5][CH2:4][C:3]=1[C:22]([O:24][CH3:25])=[O:23]. Reported procedure: 63 Milligrams of the 3,4,4a,5,8,9,10,10a-octahydro-1,4a-dimethyl-7-(1-methylethyl)-5,8-dioxo-2-phenanthrenecarboxylic acid obtained in Example 1 was dissolved in 8 ml of ether, then under ice-cooling condition, a diazomethane-ether solution was added thereto and the mixture was stirred for 30 minutes. Ether was removed by distillation. The resulting crude product was purified by a silica gel column chromatography (eluant: ether/n-hexane=1/2) to obtain 8.8 mg of methyl 3,4,4a, 5,8,9,10,10a-octahy... The reactants are [OH-].[Na+] (sodium hydroxide), P(=O)(Cl)(Cl)Cl (phosphorus oxychloride), CN(C=O)C (dimethylformamide), NC1=C(C=CC=C1)O (aminophenol). Run in O (water). Run at temperature 15 celsius, time 1 hour. Yields the product C(C=1C(O)=CC=CC1)=O (salicylaldehyde). Reaction SMILES: P(Cl)(Cl)(Cl)=O.CN(C)[CH:8]=[O:9].N[C:12]1[CH:17]=[CH:16][CH:15]=[CH:14][C:13]=1[OH:18].[OH-].[Na+]>O>[CH:8](=[O:9])[C:12]1[C:13](=[CH:14][CH:15]=[CH:16][CH:17]=1)[OH:18] |f:3.4|. Reported procedure: 3.3 g of 3-aminophenol, 7.0 g of 2-ethylhexyl bromide and 2.0 g of calcium carbonate powder were mixed together with 10 g of dimethylformamide and reacted in a nitrogen atmosphere at 120° C. for 2 hours. Then, 6.4 g of n-octyl bromide was added to the reaction system, and the reaction was further continued for 5 hours under the above conditions. After the reaction, the reaction mixture was returned to room temperature and extracted with toluene to obtain 3-(N-octyl-N-2-ethylhexyl)aminophenol. Th...